This data is from the Open Reaction Database (ORD), a public repository of structured organic reaction records. The task is: describe an organic reaction: reactants, conditions, products, and yield Reactants: C(C(=O)Cl)(=O)Cl (oxalyl chloride), C(CCC)N1S(C(=C(C1=O)O)C1=CC=CC=C1)(=O)=O (2-Butyl-4-hydroxy-5-phenylisothiazol-3(2H)-one 1,1-dioxide), CN(C)C=O (DMF), C(C(=O)Cl)(=O)Cl (Oxalyl chloride). Solvent: C(Cl)Cl (DCM). Product: C(CCC)N1S(C(=C(C1=O)Cl)C1=CC=CC=C1)(=O)=O (2-Butyl-4-chloro-5-phenylisothiazol-3(2H)-one 1,1-dioxide). The yield is 92.9%. Reaction SMILES: [CH2:1]([N:5]1[C:9](=[O:10])[C:8](O)=[C:7]([C:12]2[CH:17]=[CH:16][CH:15]=[CH:14][CH:13]=2)[S:6]1(=[O:19])=[O:18])[CH2:2][CH2:3][CH3:4].C(Cl)(=O)C([Cl:23])=O.CN(C=O)C>C(Cl)Cl>[CH2:1]([N:5]1[C:9](=[O:10])[C:8]([Cl:23])=[C:7]([C:12]2[CH:17]=[CH:16][CH:15]=[CH:14][CH:13]=2)[S:6]1(=[O:19])=[O:18])[CH2:2][CH2:3][CH3:4]. Reported procedure: 2-Butyl-4-hydroxy-5-phenylisothiazol-3(2H)-one 1,1-dioxide (444 mg, 1.58 mmol) was dissolved in dry DCM (15 mL) at rt and under an atmosphere of nitrogen. Oxalyl chloride (0.15 mL, 1.73 mmol) was added dropwise and the reaction mixture was refluxed for 1.5 h. DMF (0.08 mL) was added followed by oxalyl chloride (0.15 mL, 1.73 mmol) in 2 portions and the reaction mixture was refluxed for another 6 h. The solvents were evaporated and the residue was partitioned between water and DCM. The combined o... The reactants are BrC=1C=C2CC(C(NC2=NC1)=O)C(=O)OC (methyl 6-bromo-2-oxo-1,2,3,4-tetrahydro-1,8-naphthyridine-3-carboxylate), [BH4-].[Na+] (sodium borohydride). The solvent is C1CCOC1 (THF), CCOC(=O)C (EtOAc). Reaction conditions: temperature 60 celsius, time 4 hour. The product is BrC=1C=C2CC(C(NC2=NC1)=O)CO (6-Bromo-3-(hydroxymethyl)-3,4-dihydro-1,8-naphthyridin-2(1H)-one). As a reaction SMILES: [Br:1][C:2]1[CH:3]=[C:4]2[C:9](=[N:10][CH:11]=1)[NH:8][C:7](=[O:12])[CH:6]([C:13](OC)=[O:14])[CH2:5]2.[BH4-].[Na+]>C1COCC1.CCOC(C)=O>[Br:1][C:2]1[CH:3]=[C:4]2[C:9](=[N:10][CH:11]=1)[NH:8][C:7](=[O:12])[CH:6]([CH2:13][OH:14])[CH2:5]2 |f:1.2|. Reported procedure: To a suspension of methyl 6-bromo-2-oxo-1,2,3,4-tetrahydro-1,8-naphthyridine-3-carboxylate (285 mg, 1 mmol) in THF (10 mL) under Argon at room temperature was added sodium borohydride (151 mg, 4 mmol). The reaction mixture was stirred at 60° C. for 4 h, then diluted in EtOAc and washed four times with a NH4Cl solution (pH=6.5). The white organic phase was filtered to give the title compound contaminated by impurities as a white solid (59 mg). The filtrate was dried over sodium sulphate, filtered...